This data is from the Open Reaction Database (ORD), a public repository of structured organic reaction records. The task is: describe an organic reaction: reactants, conditions, products, and yield The reactants are C(C)(=O)OC(C)=O (acetic anhydride), C(C)OC(CC1=CC=C(C=C1)OC1=CC=C(C=C1)N)=O (ethyl[p-(p-aminophenoxy)phenyl]acetate), C(C)(=O)O (acetic acid), ice. Run in O (water). Conditions: time 2 hour. Product: C(C)OC(CC1=CC=C(C=C1)OC1=CC=C(C=C1)NC(C)=O)=O (Ethyl[p-(p-acetylaminophenoxy)phenyl]acetate). As a reaction SMILES: [CH2:1]([O:3][C:4](=[O:20])[CH2:5][C:6]1[CH:11]=[CH:10][C:9]([O:12][C:13]2[CH:18]=[CH:17][C:16]([NH2:19])=[CH:15][CH:14]=2)=[CH:8][CH:7]=1)[CH3:2].[C:21](O)(=[O:23])[CH3:22].C(OC(=O)C)(=O)C>O>[CH2:1]([O:3][C:4](=[O:20])[CH2:5][C:6]1[CH:11]=[CH:10][C:9]([O:12][C:13]2[CH:14]=[CH:15][C:16]([NH:19][C:21](=[O:23])[CH3:22])=[CH:17][CH:18]=2)=[CH:8][CH:7]=1)[CH3:2]. Procedure details: To a mixture of 6.8 g of ethyl[p-(p-aminophenoxy)phenyl]acetate, 7.5 ml of acetic acid, 5.4 ml of water and 8.75 g of crushed ice, maintained at 0°-5° C is added 2.8 g of acetic anhydride. The temperature immediately rises to 15° C. The stirring is continued for 2 hours, and extracted with two 50 ml portions of ether. The combined extracts are washed with 50 ml of H2O, 50 ml of saturated NaHCO3, 50 ml of saturated brine, and dried over MgSO4. Evaporation of the solvent affords the product as a t... The reactants are OC1(CCNCC1)C=1SC=CC1OC (4-hydroxy-4-(3-methoxy-thiophen-2-yl)-piperidine), C(C)(C)(C)OC(=O)N[C@H](CO)CC1=CC=CC=C1 ((S)-(-)-2-(t-Butoxycarbonylamino)-3-phenyl-1-propanol), C1(=CC=CC=C1)P(C1=CC=CC=C1)C1=CC=CC=C1 (triphenylphosphine), N(=NC(=O)OCC)C(=O)OCC (diethyl azodicarboxylate). The solvent is O1CCCC1 (tetrahydrofuran), O1CCCC1 (tetrahydrofuran). Reaction conditions: time 8 hour. The product is C(C)(C)(C)OC(N[C@H](CN1CCC(CC1)(C=1SC=CC1OC)O)CC1=CC=CC=C1)=O ((S)-{1-Benzyl-2-[4-hydroxy-4-(3-methoxy-thiophen-2-yl)-piperidin-1-yl]-ethyl}-carbamic acid tert-butyl ester). Yield: 58.2%. RXN SMILES: [C:1]([O:5][C:6]([NH:8][C@@H:9]([CH2:12][C:13]1[CH:18]=[CH:17][CH:16]=[CH:15][CH:14]=1)[CH2:10]O)=[O:7])([CH3:4])([CH3:3])[CH3:2].C1(P(C2C=CC=CC=2)C2C=CC=CC=2)C=CC=CC=1.N(C(OCC)=O)=NC(OCC)=O.[OH:50][C:51]1([C:57]2[S:58][CH:59]=[CH:60][C:61]=2[O:62][CH3:63])[CH2:56][CH2:55][NH:54][CH2:53][CH2:52]1>O1CCCC1>[C:1]([O:5][C:6](=[O:7])[NH:8][C@@H:9]([CH2:12][C:13]1[CH:18]=[CH:17][CH:16]=[CH:15][CH:14]=1)[CH2:10][N:54]1[CH2:55][CH2:56][C:51]([OH:50])([C:57]2[S:58][CH:59]=[CH:60][C:61]=2[O:62][CH3:63])[CH2:52][CH2:53]1)([CH3:4])([CH3:3])[CH3:2]. Procedure details: 2.513 g (10 mmol) of (S)-(-)-2-(t-Butoxycarbonylamino)-3-phenyl-1-propanol was added at once to a magnetically stirred solution of 2.885 g (11 mmol) triphenylphosphine in tetrahydrofuran (100 mL) at 0° C. Thereafter 1.9 mL (12 mmol) diethyl azodicarboxylate was added dropwise over 3 minutes while the temperature was maintained between 0 and 5° C. This was immediately followed by adding a solution of 2.14 g (10 mmol) of 4-hydroxy-4-(3-methoxy-thiophen-2-yl)-piperidine in 100 mL tetrahydrofuran. T...